This data is from the Open Reaction Database (ORD), a public repository of structured organic reaction records. The task is: describe an organic reaction: reactants, conditions, products, and yield Reactants: CCOC(=O)c1cnn(CCOC(C)(C)C)c1C(F)(F)F, CO, [Li+], [OH-], O. Product: CC(C)(C)OCCn1ncc(C(=O)O)c1C(F)(F)F. RXN SMILES: [CH2:1]([CH3:2])[O:3][C:4](=[O:5])[c:6]1[cH:7][n:8][n:9]([CH2:15][CH2:16][O:17][C:18]([CH3:19])([CH3:20])[CH3:21])[c:10]1[C:11]([F:12])([F:13])[F:14].[CH3:24][OH:25].[Li+:22].[OH-:23].[OH2:26]>>[O:3]=[C:4]([OH:5])[c:6]1[cH:7][n:8][n:9]([CH2:15][CH2:16][O:17][C:18]([CH3:19])([CH3:20])[CH3:21])[c:10]1[C:11]([F:12])([F:13])[F:14].